This data is from the Open Reaction Database (ORD), a public repository of structured organic reaction records. The task is: describe an organic reaction: reactants, conditions, products, and yield Starting materials: OCCN(S(=O)(=O)C1=CC=C(C=C1)Br)CCO (N,N-bis-(2-hydroxyethyl)-4-bromobenzenesulfonamide), bis-(pinacolato)-diboron, C(C)(=O)[O-].[K+] (potassium acetate), COC1=CC(=NC=C1)CCC1=NC=2C(=NC=C(C2)I)N1 (2-[2-(4-methoxypyridin-2-yl)ethyl]-6iodo-3H-imidazo[4,5-b]pyridine), COC1=CC(=NC=C1)CCC1=NC=2C(=NC=C(C2)I)N1 (2-[2-(4-methoxypyridin-2-yl)ethyl]-6iodo-3H-imidazo[4,5-b]pyridine), C([O-])([O-])=O.[K+].[K+] (potassium carbonate), [Cl-].[Li+] (lithium chloride). The reagents and catalysts are C1(=CC=CC=C1)P([C-]1C=CC=C1)C1=CC=CC=C1.[C-]1(C=CC=C1)P(C1=CC=CC=C1)C1=CC=CC=C1.[Fe+2] (1,1′-bis-(diphenylphosphino)-ferrocene), C1=CC=C(C=C1)P([C-]2C=CC=C2)C3=CC=CC=C3.C1=CC=C(C=C1)P([C-]2C=CC=C2)C3=CC=CC=C3.Cl[Pd]Cl.[Fe+2] ([1,1′-bis(diphenylphosphino)-ferrocene]palladium-dichloride), [Pd].C1(=CC=CC=C1)P(C1=CC=CC=C1)C1=CC=CC=C1.C1(=CC=CC=C1)P(C1=CC=CC=C1)C1=CC=CC=C1.C1(=CC=CC=C1)P(C1=CC=CC=C1)C1=CC=CC=C1.C1(=CC=CC=C1)P(C1=CC=CC=C1)C1=CC=CC=C1 (tetrakis(triphenylphosphine)-palladium(0)). The solvent is O (water), O1CCOCC1 (dioxane), O (water), O1CCOCC1 (dioxane). Reaction conditions: temperature 90 celsius. Yields the product OCCN(S(=O)(=O)C1=CC=C(C=C1)C=1C=C2C(=NC1)NC(=N2)CCC2=NC=CC(=C2)OC)CCO (N,N-Bis-(2-hydroxyethyl)-4-{2-[2-(4-methoxypyridin-2-yl)ethyl]-3H-imidazo-[4,5-b]pyridin-6-yl}benzenesulfonamid). Yield: 59.7%. As a reaction SMILES: [OH:1][CH2:2][CH2:3][N:4]([CH2:15][CH2:16][OH:17])[S:5]([C:8]1[CH:13]=[CH:12][C:11](Br)=[CH:10][CH:9]=1)(=[O:7])=[O:6].C([O-])(=O)C.[K+].[CH3:23][O:24][C:25]1[CH:30]=[CH:29][N:28]=[C:27]([CH2:31][CH2:32][C:33]2[NH:42][C:36]3=[N:37][CH:38]=[C:39](I)[CH:40]=[C:35]3[N:34]=2)[CH:26]=1.C(=O)([O-])[O-].[K+].[K+].[Cl-].[Li+]>O1CCOCC1.O.C1(P(C2C=CC=CC=2)[C-]2C=CC=C2)C=CC=CC=1.[C-]1(P(C2C=CC=CC=2)C2C=CC=CC=2)C=CC=C1.[Fe+2].C1C=CC(P(C2C=CC=CC=2)[C-]2C=CC=C2)=CC=1.C1C=CC(P(C2C=CC=CC=2)[C-]2C=CC=C2)=CC=1.Cl[Pd]Cl.[Fe+2].[Pd].C1(P(C2C=CC=CC=2)C2C=CC=CC=2)C=CC=CC=1.C1(P(C2C=CC=CC=2)C2C=CC=CC=2)C=CC=CC=1.C1(P(C2C=CC=CC=2)C2C=CC=CC=2)C=CC=CC=1.C1(P(C2C=CC=CC=2)C2C=CC=CC=2)C=CC=CC=1>[OH:1][CH2:2][CH2:3][N:4]([CH2:15][CH2:16][OH:17])[S:5]([C:8]1[CH:13]=[CH:12][C:11]([C:39]2[CH:40]=[C:35]3[N:34]=[C:33]([CH2:32][CH2:31][C:27]4[CH:26]=[C:25]([O:24][CH3:23])[CH:30]=[CH:29][N:28]=4)[NH:42][C:36]3=[N:37][CH:38]=2)=[CH:10][CH:9]=1)(=[O:7])=[O:6] |f:1.2,4.5.6,7.8,11.12.13,14.15.16.17,18.19.20.21.22|. Procedure details: A mixture of 0.486 g of N,N-bis-(2-hydroxyethyl)-4-bromobenzenesulfonamide, 0.42 g of bis-(pinacolato)-diboron, 0.025 g of 1,1′-bis-(diphenylphosphino)-ferrocene, 0.033 g of [1,1′-bis(diphenylphosphino)-ferrocene]palladium-dichloride (complex with CH2Cl2), 0.442 g of potassium acetate in 6 ml of degassed dioxane are heated to 90° C. in a sealed tube under N2 for 6.5 hours. To the resulting mixture 5 ml of degassed dioxane, 0.371 g of 2-[2-(4-methoxypyridin-2-yl)ethyl]-6-iodo-3H-imidazo[4,5-b]pyr... The reactants are C1(CCCC1)N1CCN(CC1)C(=O)C=1C=C2C=C(NC2=CC1)C(=O)N1CCC(CC1)(F)F ([5-(4-Cyclopentyl-piperazine-1-carbonyl)-1H-indol-2-yl]-(4,4-difluoro-piperidin-1-yl)-methanone), [H-].[Na+] (sodium hydride), CS(=O)(=O)Cl (methanesulfonyl chloride). Run in CN(C=O)C (N,N-dimethylformamide). The product is C1(CCCC1)N1CCN(CC1)C(=O)C=1C=C2C=C(N(C2=CC1)S(=O)(=O)C)C(=O)N1CCC(CC1)(F)F ([5-(4-Cyclopentyl-piperazine-1-carbonyl)-1-methanesulfonyl-1H-indol-2-yl]-(4,4-difluoro-piperidin-1-yl)-methanone). The yield is 35.0%. As a reaction SMILES: [CH:1]1([N:6]2[CH2:11][CH2:10][N:9]([C:12]([C:14]3[CH:15]=[C:16]4[C:20](=[CH:21][CH:22]=3)[NH:19][C:18]([C:23]([N:25]3[CH2:30][CH2:29][C:28]([F:32])([F:31])[CH2:27][CH2:26]3)=[O:24])=[CH:17]4)=[O:13])[CH2:8][CH2:7]2)[CH2:5][CH2:4][CH2:3][CH2:2]1.[H-].[Na+].[CH3:35][S:36](Cl)(=[O:38])=[O:37]>CN(C)C=O>[CH:1]1([N:6]2[CH2:7][CH2:8][N:9]([C:12]([C:14]3[CH:15]=[C:16]4[C:20](=[CH:21][CH:22]=3)[N:19]([S:36]([CH3:35])(=[O:38])=[O:37])[C:18]([C:23]([N:25]3[CH2:26][CH2:27][C:28]([F:31])([F:32])[CH2:29][CH2:30]3)=[O:24])=[CH:17]4)=[O:13])[CH2:10][CH2:11]2)[CH2:5][CH2:4][CH2:3][CH2:2]1 |f:1.2|. Procedure details: The title compound was synthesized in analogy to example 51, from [5-(4-cyclopentyl-piperazine-1-carbonyl)-1H-indol-2-yl]-(4,4-difluoro-piperidin-1-yl)-methanone (example 8), sodium hydride and methanesulfonyl chloride in N,N-dimethylformamide, to give the desired product as a colorless foam (35%). Starting materials: B, C1CCOC1, CSC, CCO, Cl, N#CCc1cccc([N+](=O)[O-])c1. Product: NCCc1cccc([N+](=O)[O-])c1. RXN SMILES: [BH3:16].[CH2:18]1[O:19][CH2:20][CH2:21][CH2:22]1.[CH3:13][S:14][CH3:15].[CH3:23][CH2:24][OH:25].[ClH:17].[N+:1](=[O:2])([O-:3])[c:4]1[cH:5][c:6]([CH2:10][C:11]#[N:12])[cH:7][cH:8][cH:9]1>>[N+:1](=[O:2])([O-:3])[c:4]1[cH:5][c:6]([CH2:10][CH2:11][NH2:12])[cH:7][cH:8][cH:9]1. The reactants are ClC1=NC(=NC(=C1)C)C1=NC=CC=C1 (4-chloro-6-methyl-2-(2-pyridinyl)pyrimidine), CSC=1C=C(N)C=CC1 (3-(methylthio)aniline). Yields the product CSC=1C=C(NC2=NC(=NC(=C2)C)C2=NC=CC=C2)C=CC1 (4-(3-Methylthioanilino)-6-methyl-2-(2-pyridinyl)pyrimidine), oil. Isolated yield 89.0%. As a reaction SMILES: Cl[C:2]1[CH:7]=[C:6]([CH3:8])[N:5]=[C:4]([C:9]2[CH:14]=[CH:13][CH:12]=[CH:11][N:10]=2)[N:3]=1.[CH3:15][S:16][C:17]1[CH:18]=[C:19]([CH:21]=[CH:22][CH:23]=1)[NH2:20]>>[CH3:15][S:16][C:17]1[CH:18]=[C:19]([CH:21]=[CH:22][CH:23]=1)[NH:20][C:2]1[CH:7]=[C:6]([CH3:8])[N:5]=[C:4]([C:9]2[CH:14]=[CH:13][CH:12]=[CH:11][N:10]=2)[N:3]=1. Procedure: The title compound was prepared from 4-chloro-6-methyl-2-(2-pyridinyl)pyrimidine (50 mg, 0.243 mmol) and 3-(methylthio)aniline (30 μl, 0.243 mmol) similar to Example 13 and isolated as a pink oil (67 mg, 89%). 1H NMR (CDCl3): 8.77–8.74 (m, 1H), 8.44–8.41 (m, 1H), 7.81–7.75 (m, 1H), 7.46 (s, 1H), 7.34–7.28 (m, 2H), 7.23 (t, J=8.1 Hz, 1H), 7.09–7.06 (m, 1H), 7.00–6.97 (m, 1H), 6.55 (d, J=0.6 Hz, 1H), 2.44 (s, 3H), 2.43 (d, J=0.6, 3H). Reactants: CC1=C(C=CC(=C1)C)N=C=O (2,4-dimethylphenylisocyanate), C(C1=CC=CC=C1)NCCCC (N-benzyl-N-(n-butyl)amine). Yields the product C(C1=CC=CC=C1)N(C(=O)NC1=C(C=C(C=C1)C)C)CCCC (1-benzyl-1-(n-butyl)-3-(2,4-dimethylphenyl)urea). Reaction SMILES: [CH3:1][C:2]1[CH:7]=[C:6]([CH3:8])[CH:5]=[CH:4][C:3]=1[N:9]=[C:10]=[O:11].[CH2:12]([NH:19][CH2:20][CH2:21][CH2:22][CH3:23])[C:13]1[CH:18]=[CH:17][CH:16]=[CH:15][CH:14]=1>>[CH2:12]([N:19]([CH2:20][CH2:21][CH2:22][CH3:23])[C:10]([NH:9][C:3]1[CH:4]=[CH:5][C:6]([CH3:8])=[CH:7][C:2]=1[CH3:1])=[O:11])[C:13]1[CH:18]=[CH:17][CH:16]=[CH:15][CH:14]=1. Procedure details: Many of the novel ureas and thioureas of this invention are prepared by reacting arylisocyanates and arylisothiocyanates with secondary amines. These reactions may be performed in aprotic solvents such as hexane, diethyl ether, toluene, tetrahydrofuran, and the like at temperatures from room temperature or below up to the boiling point of the solvent used. The ureas and thioureas are isolated by filtration or by evaporation of the solvent, and they may be purified by recrystallization, absorptio... Reactants: O=S(=O)(Cl)c1cncc(Br)c1, CC(C)(C)N, C1CCOC1, CCOC(C)=O. The product is CC(C)(C)NS(=O)(=O)c1cncc(Br)c1. As a reaction SMILES: [Br:1][c:2]1[cH:3][c:4]([S:8](=[O:9])(=[O:10])[Cl:11])[cH:5][n:6][cH:7]1.[C:12]([CH3:13])([CH3:14])([CH3:15])[NH2:16].[CH2:17]1[O:18][CH2:19][CH2:20][CH2:21]1.[CH3:22][CH2:23][O:24][C:25](=[O:26])[CH3:27]>>[Br:1][c:2]1[cH:3][c:4]([S:8](=[O:9])(=[O:10])[NH:16][C:12]([CH3:13])([CH3:14])[CH3:15])[cH:5][n:6][cH:7]1.